Dataset: the Open Reaction Database (ORD), a public repository of structured organic reaction records. Task: describe an organic reaction: reactants, conditions, products, and yield Reactants: FC(CNCC1CCN(CC1)C(=O)OC(C)(C)C)(F)F (tert-butyl 4-((2,2,2-trifluoroethylamino)methyl)piperidine-1-carboxylate), Cl (HCl), O1CCOCC1 (dioxane). Run in C(Cl)Cl (DCM). Conditions: time 16 hour. Yields the product Cl.Cl.FC(CNCC1CCNCC1)(F)F (2,2,2-trifluoro-N-(piperidin-4-ylmethyl)ethanamine dihydrochloride). The yield is 79.0%. Reaction SMILES: [F:1][C:2]([F:20])([F:19])[CH2:3][NH:4][CH2:5][CH:6]1[CH2:11][CH2:10][N:9](C(OC(C)(C)C)=O)[CH2:8][CH2:7]1.[ClH:21].O1CCOCC1>C(Cl)Cl>[ClH:21].[ClH:21].[F:20][C:2]([F:1])([F:19])[CH2:3][NH:4][CH2:5][CH:6]1[CH2:11][CH2:10][NH:9][CH2:8][CH2:7]1 |f:4.5.6|. Reported procedure: To a solution of tert-butyl 4-((2,2,2-trifluoroethylamino)methyl)piperidine-1-carboxylate (1.49 g, 5.03 mmol) in DCM (25 mL) was added 4 N HCl in dioxane (5.03 mL, 20.11 mmol). The reaction was stirred at RT. After 16 hours, the white precipitate was collected by vacuum filtration, washed with diethyl ether, and dried in vacuo, to generate 2,2,2-trifluoro-N-(piperidin-4-ylmethyl)ethanamine dihydrochloride as a white powder (1.07 g, 3.98 mmol, 79% yield).